This data is from the Open Reaction Database (ORD), a public repository of structured organic reaction records. The task is: describe an organic reaction: reactants, conditions, products, and yield Starting materials: C(C)C=1C=C(C=C(C1OCCCCOC1=NC=C(C=C1)C(F)(F)F)C)O (3-ethyl-5-methyl-4-[4-(5-trifluoromethyl-2-pyridyloxy)butyloxy]phenol), C([O-])([O-])=O.[K+].[K+] (potassium carbonate), ClC(=CCCl)Cl (1,1,3-trichloropropene), ice water. Solvent: CN(C=O)C (N,N-dimethylformamide), CN(C=O)C (N,N-dimethylformamide). Product: C(C)C=1C=C(C=C(C1OCCCCOC1=NC=C(C=C1)C(F)(F)F)C)OCC=C(Cl)Cl (3-ethyl-5-methyl-4-[4-(5-trifluoromethyl-2-pyridyloxy)butyloxy]-1-(3,3-dichloro-2-propenyloxy)benzene). Isolated yield 64.4%. As a reaction SMILES: [CH2:1]([C:3]1[CH:4]=[C:5]([OH:26])[CH:6]=[C:7]([CH3:25])[C:8]=1[O:9][CH2:10][CH2:11][CH2:12][CH2:13][O:14][C:15]1[CH:20]=[CH:19][C:18]([C:21]([F:24])([F:23])[F:22])=[CH:17][N:16]=1)[CH3:2].C(=O)([O-])[O-].[K+].[K+].[Cl:33][C:34]([Cl:38])=[CH:35][CH2:36]Cl>CN(C)C=O>[CH2:1]([C:3]1[CH:4]=[C:5]([O:26][CH2:36][CH:35]=[C:34]([Cl:38])[Cl:33])[CH:6]=[C:7]([CH3:25])[C:8]=1[O:9][CH2:10][CH2:11][CH2:12][CH2:13][O:14][C:15]1[CH:20]=[CH:19][C:18]([C:21]([F:22])([F:23])[F:24])=[CH:17][N:16]=1)[CH3:2] |f:1.2.3|. Procedure: In 10 ml of N,N-dimethylformamide were dissolved 0.6 g of 3-ethyl-5-methyl-4-[4-(5-trifluoromethyl-2-pyridyloxy)butyloxy]phenol and 0.23 g of potassium carbonate, to which a solution of 0.28 g of 1,1,3-trichloropropene dissolved in 5 ml of N,N-dimethylformamide was added dropwise, while stirring at room temperature. After stirring at room temperature for 12 hours, the reaction mixture was poured into ice-water, and extracted twice with 100 ml of diethyl ether. The combined diethyl ether was wash...